Dataset: the Open Reaction Database (ORD), a public repository of structured organic reaction records. Task: describe an organic reaction: reactants, conditions, products, and yield The reactants are C(C(=O)OCC)(=O)OCC (diethyl oxalate), NC1=C(C=CC=C1N)C (2,3-diaminotoluene). The reagents and catalysts are FC(S(=O)(=O)[O-])(F)F.[Yb+3].FC(S(=O)(=O)[O-])(F)F.FC(S(=O)(=O)[O-])(F)F (ytterbium trifluoromethanesulfonate). Run in O (water). Conditions: temperature 80 celsius, time 2 hour. Product: CC1=C2NC(C(NC2=CC=C1)=O)=O (5-methylquinoxaline-2,3(1H,4H)-dione). The yield is 76.1%. Reaction SMILES: [C:1]([O:8]CC)(=O)[C:2]([O:4]CC)=O.[NH2:11][C:12]1[C:17]([NH2:18])=[CH:16][CH:15]=[CH:14][C:13]=1[CH3:19]>FC(F)(F)S([O-])(=O)=O.[Yb+3].FC(F)(F)S([O-])(=O)=O.FC(F)(F)S([O-])(=O)=O.O>[CH3:19][C:13]1[CH:14]=[CH:15][CH:16]=[C:17]2[C:12]=1[NH:11][C:2](=[O:4])[C:1](=[O:8])[NH:18]2 |f:2.3.4.5|. Reported procedure: According to Step 1 of Reference Example 10-3, diethyl oxalate (4.5 mL, 33 mmol) and ytterbium trifluoromethanesulfonate (254 mg, 0.41 mmol) were added to 2,3-diaminotoluene (1.0 g, 8.2 mmol) and the mixture was stirred at 80° C. for 2 hours. After water was added to the reaction mixture, the precipitate was washed with ethanol. Thus, 5-methylquinoxaline-2,3(1H,4H)-dione (1.1 g, yield: 78%) was obtained. The solvent is O (water), O1CCOCC1 (dioxane), O (water). Conditions: time 3 hour. The reactants are BrBr (bromine), [OH-].[Na+] (sodium hydroxide), CC1([C@H]([C@@H]1C(C)=O)C=C(C1=CC=C(C=C1)Cl)Cl)C (trans-3,3-dimethyl-2-(2-chloro-2-(4-chloro-phenyl)-vinyl)-1-acetylcyclopropane). Procedure details: 13.8 g of bromine were added dropwise to a solution of 11.5 g of sodium hydroxide in 60 ml of water at 5°-10° C., and a solution of 8.1 g (0.029 mol) of trans-3,3-dimethyl-2-(2-chloro-2-(4-chloro-phenyl)-vinyl)-1-acetylcyclopropane in 30 ml of dioxane was then added dropwise at 0°-5° C. The mixture was subsequently stirred for 3 hours, without cooling, poured onto 250 ml of water and extracted twice with 50 ml of ether each time. The aqueous phase was freed from adhering ether in vacuo and then ... Yield: 75.0%. Yields the product CC1([C@H]([C@@H]1C(=O)O)C=C(C1=CC=C(C=C1)Cl)Cl)C (trans-3,3-dimethyl-2-(2-chloro-2-(4-chloro-phenyl)-vinyl)-cyclopropanecarboxylic acid). RXN SMILES: BrBr.[OH-:3].[Na+].[CH3:5][C:6]1([CH3:22])[C@@H:8]([C:9](=[O:11])C)[C@@H:7]1[CH:12]=[C:13]([Cl:21])[C:14]1[CH:19]=[CH:18][C:17]([Cl:20])=[CH:16][CH:15]=1>O.O1CCOCC1>[CH3:22][C:6]1([CH3:5])[C@@H:8]([C:9]([OH:11])=[O:3])[C@@H:7]1[CH:12]=[C:13]([Cl:21])[C:14]1[CH:19]=[CH:18][C:17]([Cl:20])=[CH:16][CH:15]=1 |f:1.2|. The reactants are CC(=O)CCN(C)c1ccc(C)cc1, CO, NCC(O)c1ccc(O)c(C(N)=O)c1. Product: Cc1ccc(N(C)CCC(C)NCC(O)c2ccc(O)c(C(N)=O)c2)cc1. RXN SMILES: [CH3:15][N:16]([c:17]1[cH:18][cH:19][c:20]([CH3:23])[cH:21][cH:22]1)[CH2:24][CH2:25][C:26]([CH3:27])=[O:28].[CH3:29][OH:30].[NH2:1][CH2:2][CH:3]([OH:4])[c:5]1[cH:6][cH:7][c:8]([OH:14])[c:9]([C:10](=[O:11])[NH2:12])[cH:13]1>>[NH:1]([CH2:2][CH:3]([OH:4])[c:5]1[cH:6][cH:7][c:8]([OH:14])[c:9]([C:10](=[O:11])[NH2:12])[cH:13]1)[CH:26]([CH2:25][CH2:24][N:16]([CH3:15])[c:17]1[cH:18][cH:19][c:20]([CH3:23])[cH:21][cH:22]1)[CH3:27]. Starting materials: CC(C)(C)OC(=O)N1CCC(CCOc2ccc(C(=O)NCC(O)C(=O)O)cc2)CC1, ClCCl, O=C(O)C(F)(F)F. The product is O=C(NCC(O)C(=O)O)c1ccc(OCCC2CCNCC2)cc1. Reaction SMILES: [C:1]([O:2][C:3]([CH3:4])([CH3:5])[CH3:6])(=[O:7])[N:8]1[CH2:9][CH2:10][CH:11]([CH2:14][CH2:15][O:16][c:17]2[cH:18][cH:19][c:20]([C:23](=[O:24])[NH:25][CH2:26][CH:27]([C:28](=[O:29])[OH:30])[OH:31])[cH:21][cH:22]2)[CH2:12][CH2:13]1.[Cl:39][CH2:40][Cl:41].[F:32][C:33]([F:34])([F:35])[C:36]([OH:37])=[O:38]>>[NH:8]1[CH2:9][CH2:10][CH:11]([CH2:14][CH2:15][O:16][c:17]2[cH:18][cH:19][c:20]([C:23](=[O:24])[NH:25][CH2:26][CH:27]([C:28](=[O:29])[OH:30])[OH:31])[cH:21][cH:22]2)[CH2:12][CH2:13]1. The reactants are [BH4-], CCCCCCCc1nnc(S)n1C, CCO, CCCCCCCOc1cc(I)ccc1COc1ccc(CC(=O)OC)cc1, C1CCOC1. The product is CCCCCCCOc1cc(Sc2nnc(CCCCCCC)n2C)ccc1COc1ccc(CC(=O)OC)cc1. RXN SMILES: [BH4-:1].[CH2:2]([CH2:3][CH2:4][CH2:5][CH2:6][CH2:7][CH3:8])[c:9]1[n:10]([CH3:15])[c:11]([SH:14])[n:12][n:13]1.[CH2:44]([OH:45])[CH3:46].[CH3:16][O:17][C:18]([CH2:19][c:20]1[cH:21][cH:22][c:23]([O:26][CH2:27][c:28]2[c:29]([O:35][CH2:36][CH2:37][CH2:38][CH2:39][CH2:40][CH2:41][CH3:42])[cH:30][c:31]([I:34])[cH:32][cH:33]2)[cH:24][cH:25]1)=[O:43].[O:47]1[CH2:48][CH2:49][CH2:50][CH2:51]1>>[CH2:2]([CH2:3][CH2:4][CH2:5][CH2:6][CH2:7][CH3:8])[c:9]1[n:10]([CH3:15])[c:11]([S:14][c:31]2[cH:30][c:29]([O:35][CH2:36][CH2:37][CH2:38][CH2:39][CH2:40][CH2:41][CH3:42])[c:28]([CH2:27][O:26][c:23]3[cH:22][cH:21][c:20]([CH2:19][C:18]([O:17][CH3:16])=[O:43])[cH:25][cH:24]3)[cH:33][cH:32]2)[n:12][n:13]1. The reactants are O=C([O-])O, CN(C)C=O, O=S1(=O)c2cccc3cccc(c23)N1CCCCl, Clc1ccc2[nH]cc(C3=CCNCC3)c2c1, [Na+], C1CCOC1. Product: O=S1(=O)c2cccc3cccc(c23)N1CCCN1CC=C(c2c[nH]c3ccc(Cl)cc23)CC1. As a reaction SMILES: [C:19](=[O:20])([OH:21])[O-:22].[CH3:40][N:41]([CH3:42])[CH:43]=[O:44].[Cl:1][CH2:2][CH2:3][CH2:4][N:5]1[S:6](=[O:17])(=[O:18])[c:7]2[c:8]3[c:9]1[cH:10][cH:11][cH:12][c:13]3[cH:14][cH:15][cH:16]2.[Cl:24][c:25]1[cH:26][c:27]2[c:28]([C:34]3=[CH:39][CH2:38][NH:37][CH2:36][CH2:35]3)[cH:29][nH:30][c:31]2[cH:32][cH:33]1.[Na+:23].[O:45]1[CH2:46][CH2:47][CH2:48][CH2:49]1>>[CH2:2]([CH2:3][CH2:4][N:5]1[S:6](=[O:17])(=[O:18])[c:7]2[c:8]3[c:9]1[cH:10][cH:11][cH:12][c:13]3[cH:14][cH:15][cH:16]2)[N:37]1[CH2:36][CH2:35][C:34]([c:28]2[c:27]3[cH:26][c:25]([Cl:24])[cH:33][cH:32][c:31]3[nH:30][cH:29]2)=[CH:39][CH2:38]1. Reactants: CC(=O)OC(C)=O, O=CO, NCC(CCCO)(c1ccccc1)c1ccccc1. The product is O=CNCC(CCCO)(c1ccccc1)c1ccccc1. Reaction SMILES: [CH3:20][C:21](=[O:22])[O:23][C:24](=[O:25])[CH3:26].[CH:27]([OH:28])=[O:29].[NH2:1][CH2:2][C:3]([CH2:4][CH2:5][CH2:6][OH:7])([c:8]1[cH:9][cH:10][cH:11][cH:12][cH:13]1)[c:14]1[cH:15][cH:16][cH:17][cH:18][cH:19]1>>[NH:1]([CH2:2][C:3]([CH2:4][CH2:5][CH2:6][OH:7])([c:8]1[cH:9][cH:10][cH:11][cH:12][cH:13]1)[c:14]1[cH:15][cH:16][cH:17][cH:18][cH:19]1)[CH:21]=[O:22]. Starting materials: O (Water), C(C)(=O)OC(C)=O (acetic anhydride), C(=O)O (formic acid), FC1=CC(=C(C=C1)C(CS(=O)(=O)C)=O)NC (1-(4-Fluoro-2-methylaminophenyl)-2-methylsulphonylethanone). Solvent: ClC(Cl)Cl (trichloromethane). Yields the product FC=1C=CC(=C(N(C=O)C)C1)C(CS(=O)(=O)C)=O (5'-fluoro-N-methyl-2'-methylsulphonylacetylformanilide). RXN SMILES: [C:1](OC(=O)C)(=O)C.C(O)=O.[F:11][C:12]1[CH:17]=[CH:16][C:15]([C:18](=[O:24])[CH2:19][S:20]([CH3:23])(=[O:22])=[O:21])=[C:14]([NH:25][CH3:26])[CH:13]=1.[OH2:27]>ClC(Cl)Cl>[F:11][C:12]1[CH:17]=[CH:16][C:15]([C:18](=[O:24])[CH2:19][S:20]([CH3:23])(=[O:22])=[O:21])=[C:14]([CH:13]=1)[N:25]([CH3:1])[CH:26]=[O:27]. Procedure details: A mixture of acetic anhydride (19.8 ml) and formic acid (13.5 ml) was stirred and heated at 60° under nitrogen for 2 hours. 1-(4-Fluoro-2-methylaminophenyl)-2-methylsulphonylethanone (10.0 g), was added portionwise to the mixture at ambient temperature with stirring. The mixture was stirred at 30° for 30 minutes. Water (30 ml) was added to the reaction mixture which was then stirred at 30° for 30 minutes. Concentration of the reaction mixture by evaporation in vacuo gave a green oil. The oil was...